From a dataset of the Open Reaction Database (ORD), a public repository of structured organic reaction records. describe an organic reaction: reactants, conditions, products, and yield Starting materials: CC(=O)O, CC(C)(C)O, CCN(C(C)C)C(C)C, CC(C)(C)OC(=O)c1cccc(Nc2ncc(C(F)(F)F)c(Cl)n2)c1, ClCCCl, CN(c1ncccc1CN)S(C)(=O)=O. Product: CN(c1ncccc1CNc1nc(Nc2cccc(C(=O)OC(C)(C)C)c2)ncc1C(F)(F)F)S(C)(=O)=O. Reaction SMILES: [C:40]([OH:41])(=[O:42])[CH3:43].[CH3:1][C:2]([OH:3])([CH3:4])[CH3:5].[CH:6]([N:7]([CH2:8][CH3:9])[CH:10]([CH3:11])[CH3:12])([CH3:13])[CH3:14].[Cl:15][c:16]1[n:17][c:18]([NH:26][c:27]2[cH:28][c:29]([C:30](=[O:31])[O:32][C:33]([CH3:34])([CH3:35])[CH3:36])[cH:37][cH:38][cH:39]2)[n:19][cH:20][c:21]1[C:22]([F:23])([F:24])[F:25].[Cl:58][CH2:59][CH2:60][Cl:61].[NH2:44][CH2:45][c:46]1[c:47]([N:52]([S:53](=[O:54])(=[O:55])[CH3:56])[CH3:57])[n:48][cH:49][cH:50][cH:51]1>>[c:16]1([NH:44][CH2:45][c:46]2[c:47]([N:52]([S:53](=[O:54])(=[O:55])[CH3:56])[CH3:57])[n:48][cH:49][cH:50][cH:51]2)[n:17][c:18]([NH:26][c:27]2[cH:28][c:29]([C:30](=[O:31])[O:32][C:33]([CH3:34])([CH3:35])[CH3:36])[cH:37][cH:38][cH:39]2)[n:19][cH:20][c:21]1[C:22]([F:23])([F:24])[F:25]. The reactants are C1(CC1)NC(=O)C1=CN(C2=NC=CC=C2C1=O)C=1C=C(C=CC1)C1=CC=C(C=C1)C(=O)O (3′-[3-[(Cyclopropylamino)carbonyl]-4-oxo-1,8-naphthyridin-1(4H)-yl]-1,1′-biphenyl-4-carboxylic acid), BrC1=CC=C(C(=O)OCC)C=C1 (ethyl 4-bromobenzoate), C(=O)([O-])[O-].[Na+].[Na+] (Na2CO3). Reagents/catalysts: C=1C=CC(=CC1)[P](C=2C=CC=CC2)(C=3C=CC=CC3)[Pd]([P](C=4C=CC=CC4)(C=5C=CC=CC5)C=6C=CC=CC6)([P](C=7C=CC=CC7)(C=8C=CC=CC8)C=9C=CC=CC9)[P](C=1C=CC=CC1)(C=1C=CC=CC1)C=1C=CC=CC1 (Pd(PPh3)4). Run in C(CC)O.CN(C)C=O (n-propanol DMF). Conditions: temperature 80 celsius, time 2 hour. Product: C1(CC1)NC(=O)C1=CN(C2=NC=CC=C2C1=O)C=1C=C(C=CC1)C1=CC=C(C=C1)C(=O)OCC (Ethyl 3′-[3-[(cyclopropylamino)carbonyl]-4-oxo-1,8-naphthyridin-1(4H)-yl]-1,1′-biphenyl-4-carboxylate). Reaction SMILES: [CH:1]1([NH:4][C:5]([C:7]2[C:16](=[O:17])[C:15]3[C:10](=[N:11][CH:12]=[CH:13][CH:14]=3)[N:9]([C:18]3[CH:19]=[C:20]([C:24]4[CH:29]=[CH:28][C:27]([C:30]([OH:32])=[O:31])=[CH:26][CH:25]=4)[CH:21]=[CH:22][CH:23]=3)[CH:8]=2)=[O:6])[CH2:3][CH2:2]1.Br[C:34]1C=CC(C(OCC)=O)=C[CH:35]=1.C([O-])([O-])=O.[Na+].[Na+]>C(O)CC.CN(C=O)C.C1C=CC([P]([Pd]([P](C2C=CC=CC=2)(C2C=CC=CC=2)C2C=CC=CC=2)([P](C2C=CC=CC=2)(C2C=CC=CC=2)C2C=CC=CC=2)[P](C2C=CC=CC=2)(C2C=CC=CC=2)C2C=CC=CC=2)(C2C=CC=CC=2)C2C=CC=CC=2)=CC=1>[CH:1]1([NH:4][C:5]([C:7]2[C:16](=[O:17])[C:15]3[C:10](=[N:11][CH:12]=[CH:13][CH:14]=3)[N:9]([C:18]3[CH:19]=[C:20]([C:24]4[CH:25]=[CH:26][C:27]([C:30]([O:32][CH2:34][CH3:35])=[O:31])=[CH:28][CH:29]=4)[CH:21]=[CH:22][CH:23]=3)[CH:8]=2)=[O:6])[CH2:2][CH2:3]1 |f:2.3.4,5.6,^1:63,65,84,103|. Reported procedure: A mixture of NAPHTHYRIDINONE 3 (1 eq), ethyl 4-bromobenzoate (3 eq), Na2CO3 (3.5 eq.; 2M in H2O), Pd(PPh3)4 (0.15 eq.) in n-propanol-DMF (1:1, 0.1M) was stirred at 80° C. for 2 h. The mixture was cooled to rt, quenched with brine and diluted with EtOAc. The organic extracts were washed with brine, dried over Na2SO4, filtered and concentrated. The residue was triturated in ether/EtOAc and then isolated by filtration to afford the title compound as a white solid.